Dataset: the Open Reaction Database (ORD), a public repository of structured organic reaction records. Task: describe an organic reaction: reactants, conditions, products, and yield Reactants: Cc2ccc(B1OCC(C)(C)CO1)cc2 (effective_coupling_partner), CCN(CC)C(=O)Oc1cccc(C(F)(F)F)c1 (substrate). Reagents/catalysts: IAd. Reaction conditions: temperature 150 celsius, time 20 hour. Yields the product Cc2ccc(c1cccc(C(F)(F)F)c1)cc2.